This data is from the Open Reaction Database (ORD), a public repository of structured organic reaction records. The task is: describe an organic reaction: reactants, conditions, products, and yield Starting materials: C(C)(=O)N(CCCC#C)C1=NC=CC=N1 (2-(N-acetyl-N-pent-4-ynylamino)pyrimidine). The solvent is [N+](=O)([O-])C1=CC=CC=C1 (nitrobenzene). Yields the product C(C)(=O)N1CCC2=C(C=CN=C12)C (N-Acetyl-4-methyl-7-azaindoline). Reaction SMILES: [C:1]([N:4]([C:10]1[N:15]=[CH:14][CH:13]=CN=1)[CH2:5][CH2:6][CH2:7][C:8]#[CH:9])(=[O:3])[CH3:2]>[N+](C1C=CC=CC=1)([O-])=O>[C:1]([N:4]1[C:10]2[C:7](=[C:8]([CH3:9])[CH:13]=[CH:14][N:15]=2)[CH2:6][CH2:5]1)(=[O:3])[CH3:2]. Procedure details: A solution of 2-(N-acetyl-N-pent-4-ynylamino)pyrimidine (3.49 g, 17.2 mmol) in nitrobenzene (35 mL) was heated under argon at 180° C. for 2 days. The reaction mixture was cooled and loaded directly onto a dry silica get column. The column was first eluted with methylene chloride to wash off the nitrobenzene and then was eluted with ether to give after evaporation in vacuo to give the title compound as a pale yellow solid: The reactants are C(CCCCC)C1=CC=C(N)C=C1 (p-hexylaniline), [S-]C#N.[K+] (potassium thiocyanate), BrBr (bromine), O (water), resultant precipitate. The solvent is C(C)(=O)O (acetic acid), C(C)(=O)O (acetic acid). The product is NC=1SC2=C(N1)C=CC(=C2)CCCCCC (2-amino-6-hexylbenzothiazole). Yield: 49.9%. RXN SMILES: [CH2:1]([C:7]1[CH:13]=[CH:12][C:10]([NH2:11])=[CH:9][CH:8]=1)[CH2:2][CH2:3][CH2:4][CH2:5][CH3:6].[S-:14][C:15]#[N:16].[K+].BrBr.O>C(O)(=O)C>[NH2:16][C:15]1[S:14][C:12]2[CH:13]=[C:7]([CH2:1][CH2:2][CH2:3][CH2:4][CH2:5][CH3:6])[CH:8]=[CH:9][C:10]=2[N:11]=1 |f:1.2|. Reported procedure: In a 2 liter-reaction vessel, 50.0 g (0.28M) of p-hexylaniline, 54.8 g (0.56M) of potassium thiocyanate and 400 ml of acetic acid were placed and cooled below 10° C. To the mixture, a solution of 45.0 g of bromine in 135 ml of acetic acid was added dropwise in 40 minutes below 10° C. under strong stirring, followed by reaction for 1.5 hours below 10° C. After the reaction, 500 ml of water was poured into the reaction mixture, followed by heating to dissolve the resultant precipitate. The resulta...